From a dataset of the Open Reaction Database (ORD), a public repository of structured organic reaction records. describe an organic reaction: reactants, conditions, products, and yield Reactants: C([O-])([O-])=O.[K+].[K+] (potassium carbonate), CC1=CC=C(CBr)C=C1 (4-methylbenzyl bromide), OC1=CC2=C(CCCCC2=O)C=C1 (3-hydroxy-5-oxo-6,7,8,9-tetrahydro-5H-benzocycloheptene). Solvent: CN(C)C=O (DMF). Run at time 24 hour. Product: CC1=CC=C(COC2=CC3=C(CCCCC3=O)C=C2)C=C1 (3-(4-methylbenzyloxy)-5-oxo-6,7,8,9-tetrahydro-5H-benzocycloheptene). Yield: 97.7%. RXN SMILES: [OH:1][C:2]1[CH:13]=[CH:12][C:5]2[CH2:6][CH2:7][CH2:8][CH2:9][C:10](=[O:11])[C:4]=2[CH:3]=1.C(=O)([O-])[O-].[K+].[K+].[CH3:20][C:21]1[CH:28]=[CH:27][C:24]([CH2:25]Br)=[CH:23][CH:22]=1>CN(C=O)C>[CH3:20][C:21]1[CH:28]=[CH:27][C:24]([CH2:25][O:1][C:2]2[CH:13]=[CH:12][C:5]3[CH2:6][CH2:7][CH2:8][CH2:9][C:10](=[O:11])[C:4]=3[CH:3]=2)=[CH:23][CH:22]=1 |f:1.2.3|. Procedure details: To 3-hydroxy-5-oxo-6,7,8,9-tetrahydro-5H-benzocycloheptene (1.76 g, 10.0 mmol) dissolved in DMF (10 ml) were added potassium carbonate (2.76 g, 20.0 mmol) and 4-methylbenzyl bromide (2.04 g, 11.0 mmol), and the resulting mixture was stirred at room temperature for 24 hours. The reaction mixture was concentrated under reduced pressure, and the residue was mixed with water (20 ml) and extracted with ethyl acetate (20 ml×3). The combined organic layers were dried with anhydrous magnesium sulfate an... Yields the product ClC1=C(N2N=C3C(=C2N=C1C)CN(C3(C)C)C(=O)C3=C(C=CC=C3)OC3CCN(CC3)C(C)C)C ((6-chloro-1,1,5,7-tetramethyl-1H,3H-2,4,7a,8-tetraaza-cyclopenta[a]inden-2-yl)-[2-(1-isopropyl-piperidin-4-yloxy)-phenyl]-methanone). Reported procedure: A mixture of Example 100 (98 mg; 0.22 mmol; 1 eq.), acetone (95 μL; 1.3 mmol; 6 eq.), sodium triacetoxyborohydride (183 mg; 0.86 mmol; 4 eq.) and AcOH (15 μL; 0.26 mmol; 1 eq.) in DCE (5 mL) was stirred at room temperature for 16 hours. Acetone (95 μL; 1.3 mmol; 6 eq.), sodium triacetoxyborohydride (183 mg; 0.86 mmol; 4 eq.) and AcOH (15 μL; 0.26 mmol; 1 eq.) were added and the resulting mixture was stirred at room temperature for 24 hours. 1M NaOH was added and the two phases separated. The aqu... Reactants: Cl.ClC1=C(N2N=C3C(=C2N=C1C)CN(C3(C)C)C(=O)C3=C(C=CC=C3)OC3CCNCC3)C ((6-chloro-1,1,5,7-tetramethyl-1H,3H-2,4,7a,8-tetraaza-cyclopenta[a]inden-2-yl)-[2-(piperidin-4-yloxy)-phenyl]-methanone hydrochloride), CC(=O)C (acetone), C(C)(=O)O[BH-](OC(C)=O)OC(C)=O.[Na+] (sodium triacetoxyborohydride), CC(=O)O (AcOH), CC(=O)C (Acetone), C(C)(=O)O[BH-](OC(C)=O)OC(C)=O.[Na+] (sodium triacetoxyborohydride), CC(=O)O (AcOH), [OH-].[Na+] (NaOH). Reaction SMILES: Cl.[Cl:2][C:3]1[C:11]([CH3:12])=[N:10][C:9]2[N:5]([N:6]=[C:7]3[C:15]([CH3:17])([CH3:16])[N:14]([C:18]([C:20]4[CH:25]=[CH:24][CH:23]=[CH:22][C:21]=4[O:26][CH:27]4[CH2:32][CH2:31][NH:30][CH2:29][CH2:28]4)=[O:19])[CH2:13][C:8]3=2)[C:4]=1[CH3:33].[CH3:34][C:35]([CH3:37])=O.C(O[BH-](OC(=O)C)OC(=O)C)(=O)C.[Na+].CC(O)=O.[OH-].[Na+]>ClCCCl>[Cl:2][C:3]1[C:11]([CH3:12])=[N:10][C:9]2[N:5]([N:6]=[C:7]3[C:15]([CH3:16])([CH3:17])[N:14]([C:18]([C:20]4[CH:25]=[CH:24][CH:23]=[CH:22][C:21]=4[O:26][CH:27]4[CH2:28][CH2:29][N:30]([CH:35]([CH3:37])[CH3:34])[CH2:31][CH2:32]4)=[O:19])[CH2:13][C:8]3=2)[C:4]=1[CH3:33] |f:0.1,3.4,6.7|. The solvent is ClCCCl (DCE). Reaction conditions: time 24 hour. Isolated yield 71.5%. Reactants: [Al+3], COc1ccc(C(=O)Cl)cc1, C#CCO, COc1cccc(C)c1, CCCCCC, [Cl-], [Cl-], [Cl-], COc1ccc(C(=O)c2ccccc2F)cc1OC, [Na+], [OH-], Oc1ccc2ccccc2c1, Cc1ccc(S(=O)(=O)O)cc1, c1ccccc1. Yields the product COc1ccc(C(=O)c2ccc(OC)cc2C)cc1. Reaction SMILES: [Al+3:69].[C:10]([c:11]1[cH:12][cH:13][c:14]([O:17][CH3:18])[cH:15][cH:16]1)(=[O:19])[Cl:20].[CH2:40]([OH:41])[C:42]#[CH:43].[CH3:1][c:2]1[cH:3][c:4]([O:8][CH3:9])[cH:5][cH:6][cH:7]1.[CH3:78][CH2:79][CH2:80][CH2:81][CH2:82][CH3:83].[Cl-:68].[Cl-:70].[Cl-:71].[F:21][c:22]1[cH:23][cH:24][cH:25][cH:26][c:27]1[C:28]([c:29]1[cH:30][cH:31][c:32]([O:33][CH3:34])[c:35]([O:36][CH3:37])[cH:38]1)=[O:39].[Na+:67].[OH-:66].[OH:44][c:45]1[cH:46][c:47]2[c:48]([cH:49][cH:50][cH:51][cH:52]2)[cH:53][cH:54]1.[c:55]1([CH3:56])[cH:57][cH:58][c:59]([S:60]([OH:61])(=[O:62])=[O:63])[cH:64][cH:65]1.[cH:72]1[cH:73][cH:74][cH:75][cH:76][cH:77]1>>[CH3:1][c:2]1[cH:3][c:4]([O:8][CH3:9])[cH:5][cH:6][c:7]1[C:10]([c:11]1[cH:12][cH:13][c:14]([O:17][CH3:18])[cH:15][cH:16]1)=[O:19]. Starting materials: C(C)N(CCN1C(C2=C(CC1)NC(=C2C)C=O)=O)CC (5-(2-diethylamino-ethyl)-3-methyl-4-oxo-4,5,6,7-tetrahydro-1H-pyrrolo[3,2-c]pyridine-2-carbaldehyde), N(C(=O)C)C=1C=C2CC(NC2=CC1)=O (5-acetamino-1,3-dihydro-indol-2-one). The product is C(C)N(CCN1C(C2=C(CC1)NC(=C2C)C=C2C(NC1=CC=C(C=C21)NC(C)=O)=O)=O)CC (N-{3-[5-(2-Diethylamino-ethyl)-3-methyl-4-oxo-4,5,6,7-tetrahydro-1H-pyrrolo[3,2-c]pyridine-2-ylmethylene]-2-oxo-2,3-dihydro-1H-indol-5-yl}-acetamide), C(C)(=O)N (acetamide). Yield: 57.9%. As a reaction SMILES: [CH2:1]([N:3]([CH2:19][CH3:20])[CH2:4][CH2:5][N:6]1[CH2:11][CH2:10][C:9]2[NH:12][C:13]([CH:16]=O)=[C:14]([CH3:15])[C:8]=2[C:7]1=[O:18])[CH3:2].[NH:21]([C:25]1[CH:26]=[C:27]2[C:31](=[CH:32][CH:33]=1)[NH:30][C:29](=[O:34])[CH2:28]2)[C:22]([CH3:24])=[O:23]>>[CH2:1]([N:3]([CH2:19][CH3:20])[CH2:4][CH2:5][N:6]1[CH2:11][CH2:10][C:9]2[NH:12][C:13]([CH:16]=[C:28]3[C:27]4[C:31](=[CH:32][CH:33]=[C:25]([NH:21][C:22](=[O:23])[CH3:24])[CH:26]=4)[NH:30][C:29]3=[O:34])=[C:14]([CH3:15])[C:8]=2[C:7]1=[O:18])[CH3:2].[C:7]([NH2:6])(=[O:18])[CH3:8]. Procedure: The title compound was prepared under the same conditions as described in Example 1 with 5-(2-diethylamino-ethyl)-3-methyl-4-oxo-4,5,6,7-tetrahydro-1H-pyrrolo[3,2-c]pyridine-2-carbaldehyde and 5-acetamino-1,3-dihydro-indol-2-one as starting materials to give N-{3-[5-2-diethylamino-ethyl)-3-methyl-4-oxo-4,5,6,7-tetrahydro-1H-pyrrolo[3,2-c]pyridine-2-ylmethylene]-2-oxo-2,3-dihydro-1H-indol-5-yl}-acetamide (52 mg, 57.9%) as a light yellow solid. Starting materials: Cl (HCl), C1(=CC=CC=C1)C(C1=CC=CC=C1)=NC=1C=C(C=CC1)C=1N=CN(C1C1=CC2=C(N=CN=C2N)S1)C (6-(4-{3-[(diphenylmethylene)amino]phenyl}-1-methyl-1H-imidazol-5-yl)thieno[2,3-d]pyrimidin-4-amine). Run in C1CCOC1 (THF). Run at time 10 minute. Yields the product NC=1C=C(C=CC1)C=1N=CN(C1C1=CC2=C(N=CN=C2N)S1)C (6-[4-(3-Aminophenyl)-1-methyl-1H-imidazol-5-yl]thieno[2,3-d]pyrimidin-4-amine). Yield: 110.7%. RXN SMILES: Cl.C1(C(=[N:15][C:16]2[CH:17]=[C:18]([C:22]3[N:23]=[CH:24][N:25]([CH3:37])[C:26]=3[C:27]3[S:36][C:30]4[N:31]=[CH:32][N:33]=[C:34]([NH2:35])[C:29]=4[CH:28]=3)[CH:19]=[CH:20][CH:21]=2)C2C=CC=CC=2)C=CC=CC=1>C1COCC1>[NH2:15][C:16]1[CH:17]=[C:18]([C:22]2[N:23]=[CH:24][N:25]([CH3:37])[C:26]=2[C:27]2[S:36][C:30]3[N:31]=[CH:32][N:33]=[C:34]([NH2:35])[C:29]=3[CH:28]=2)[CH:19]=[CH:20][CH:21]=1. Reported procedure: 2M HCl (0.75 mL) was added to a solution of 6-(4-{3-[(diphenylmethylene)amino]phenyl}-1-methyl-1H-imidazol-5-yl)thieno[2,3-d]pyrimidin-4-amine (0.45 g) in THF (15 mL), stirred for 10 mins, then partitioned between water and EtOAc. The aqueous layer was separated, basified to pH9 with concentrated aqueous ammonia, extracted with DCM (3×30 mL), combined organics dried, filtered and concentrated in vacuo to give the title compound as a colourless solid (0.33 g, 100%);